Task: describe an organic reaction: reactants, conditions, products, and yield. Dataset: the Open Reaction Database (ORD), a public repository of structured organic reaction records The reactants are 5,6,7-tri-substituted-5-deazapteridines, C(#N)C=1C(=NC(=CC1C)C)O (3-cyano-2-hydroxy-4,6-dimethylpyridine), BrN1C(CCC1=O)=O (N-bromosuccinimide). Yields the product BrC=1C(=C(C(=NC1C)O)C#N)C (5-bromo-3-cyano-2-hydroxy-4,6-dimethylpyridine). As a reaction SMILES: [C:1]([C:3]1[C:4]([OH:11])=[N:5][C:6]([CH3:10])=[CH:7][C:8]=1[CH3:9])#[N:2].[Br:12]N1C(=O)CCC1=O>>[Br:12][C:7]1[C:8]([CH3:9])=[C:3]([C:1]#[N:2])[C:4]([OH:11])=[N:5][C:6]=1[CH3:10]. Procedure details: In a method to prepare 5,6,7-tri-substituted-5-deazapteridines, for example, 3-cyano-2-hydroxy-4,6-dimethylpyridine (commercially available) may be brominated with N-bromosuccinimide, affording the corresponding 5-bromo-3-cyano-2-hydroxy-4,6-dimethylpyridine: The bromo compound was in turn may be treated with phosphorus oxychloride in the presence of N,N-dimethylformamide, yielding 2-chloro-5-bromo-3-cyano-4,6-dimethylpyridine. The so-prepared pyridine was cyclized with quanidine carbonate in N,... The reactants are [OH-].[Na+] (NaOH), C(C)OC(C(CC1=CC=C(C=C1)O)(C)OC1=CC(=CC=C1)F)=O (2-(3-fluorophenoxy)-3-(4-hydroxyphenyl)-2-methyl-propionic acid ethyl ester), C1(=CC(=CC=C1)C=1OC(=C(N1)CCOS(=O)(=O)C1=CC=C(C=C1)C)C)C1=CC=CC=C1 (toluene-4-sulfonic acid 2-(2-biphenyl-3-yl-5-methyloxazol-4-yl)ethyl ester), C(=O)([O-])[O-].[K+].[K+] (K2CO3). Solvent: C(C)O (ethanol), C(C)O (ethanol). Yields the product C1(=CC(=CC=C1)C=1OC(=C(N1)CCOC1=CC=C(C=C1)CC(C(=O)O)(C)OC1=CC(=CC=C1)F)C)C1=CC=CC=C1 (3-{4-[2-(2-Biphenyl-3-yl-5-methyl-oxazol-4-yl)ethoxy]-phenyl}-2-(3-fluoro-phenoxy)-2-methyl-propionic acid). Reaction SMILES: C(OC(=O)[C:5]([O:15][C:16]1[CH:21]=[CH:20][CH:19]=[C:18]([F:22])[CH:17]=1)([CH3:14])[CH2:6][C:7]1[CH:12]=[CH:11][C:10]([OH:13])=[CH:9][CH:8]=1)C.[C:24]1([C:49]2[CH:54]=[CH:53][CH:52]=[CH:51][CH:50]=2)[CH:29]=[CH:28][CH:27]=[C:26]([C:30]2[O:31][C:32]([CH3:48])=[C:33]([CH2:35][CH2:36]OS(C3C=CC(C)=CC=3)(=O)=O)[N:34]=2)[CH:25]=1.[C:55]([O-:58])([O-])=[O:56].[K+].[K+].[OH-].[Na+]>C(O)C>[C:24]1([C:49]2[CH:50]=[CH:51][CH:52]=[CH:53][CH:54]=2)[CH:29]=[CH:28][CH:27]=[C:26]([C:30]2[O:31][C:32]([CH3:48])=[C:33]([CH2:35][CH2:36][O:13][C:10]3[CH:9]=[CH:8][C:7]([CH2:6][C:5]([O:15][C:16]4[CH:21]=[CH:20][CH:19]=[C:18]([F:22])[CH:17]=4)([CH3:14])[C:55]([OH:58])=[O:56])=[CH:12][CH:11]=3)[N:34]=2)[CH:25]=1 |f:2.3.4,5.6|. Procedure: A mixture of 2-(3-fluorophenoxy)-3-(4-hydroxyphenyl)-2-methyl-propionic acid ethyl ester (0.030 mmol), toluene-4-sulfonic acid 2-(2-biphenyl-3-yl-5-methyloxazol-4-yl)ethyl ester (0.030 mmol) (see Ex. 2, Part F) and 325 mesh K2CO3 (0.084 g, 0.60 mmol) in ethanol (2 mL) was heated to reflux for 24 h under N2. Aqueous 5N NaOH (0.5 mL) and additional ethanol (1 mL) was added to the reaction mixture and it was heated at reflux for an additional 2 h. The reaction was cooled and the solvent removed in ... The reactants are CC(=O)OC(C)=O, Cc1cc(O)c(C)cc1N, O. Product: CC(=O)Nc1cc(C)c(O)cc1C. As a reaction SMILES: [CH3:11][C:12](=[O:13])[O:14][C:15](=[O:16])[CH3:17].[NH2:1][c:2]1[cH:3][c:4]([CH3:10])[c:5]([OH:9])[cH:6][c:7]1[CH3:8].[OH2:18]>>[NH:1]([c:2]1[cH:3][c:4]([CH3:10])[c:5]([OH:9])[cH:6][c:7]1[CH3:8])[C:12]([CH3:11])=[O:13]. The reactants are CS(=O)(=O)OS(C)(=O)=O, NCCCc1c[nH]c(-c2ccc(F)cc2)c1-c1ccncc1, O, c1ccncc1. Yields the product CS(=O)(=O)NCCCc1c[nH]c(-c2ccc(F)cc2)c1-c1ccncc1. RXN SMILES: [CH3:1][S:2](=[O:3])([O:5][S:4]([CH3:6])(=[O:7])=[O:8])=[O:9].[NH2:10][CH2:11][CH2:12][CH2:13][c:14]1[c:15](-[c:26]2[cH:27][cH:28][n:29][cH:30][cH:31]2)[c:16](-[c:19]2[cH:20][cH:21][c:22]([F:25])[cH:23][cH:24]2)[nH:17][cH:18]1.[OH2:32].[cH:33]1[cH:34][cH:35][n:36][cH:37][cH:38]1>>[CH3:1][S:2](=[O:3])(=[O:5])[NH:10][CH2:11][CH2:12][CH2:13][c:14]1[c:15](-[c:26]2[cH:27][cH:28][n:29][cH:30][cH:31]2)[c:16](-[c:19]2[cH:20][cH:21][c:22]([F:25])[cH:23][cH:24]2)[nH:17][cH:18]1. The reactants are Cc1[nH]cnc1CSCCN, CSc1nc(C)c(Cc2cccnc2)c(=O)[nH]1, c1ccncc1. The product is Cc1nc(NCCSCc2nc[nH]c2C)[nH]c(=O)c1Cc1cccnc1. As a reaction SMILES: [CH3:18][c:19]1[c:20]([CH2:24][S:25][CH2:26][CH2:27][NH2:28])[n:21][cH:22][nH:23]1.[CH3:1][S:2][c:3]1[n:4][c:5]([CH3:17])[c:6]([CH2:10][c:11]2[cH:12][n:13][cH:14][cH:15][cH:16]2)[c:7](=[O:9])[nH:8]1.[cH:29]1[cH:30][cH:31][n:32][cH:33][cH:34]1>>[c:3]1([NH:28][CH2:27][CH2:26][S:25][CH2:24][c:20]2[c:19]([CH3:18])[nH:23][cH:22][n:21]2)[n:4][c:5]([CH3:17])[c:6]([CH2:10][c:11]2[cH:12][n:13][cH:14][cH:15][cH:16]2)[c:7](=[O:9])[nH:8]1. Starting materials: C(C)C1C(CC(C(C(OC(C2CCCCN2C(C(C2(C(CC(C(C(CC(CC(=C1)C)C)OC)O2)OC)C)O)=O)=O)=O)C(=CC2CC(C(CC2)O)O)C)C)O)=O (17-ethyl-1,14-dihydroxy-12-[2'-(3",4"-dihydroxycyclohexyl)-1'-methylvinyl]-23,25-dimethoxy-13,19,21,27-tetramethyl-11,28-dioxa-4-azatricyclo[22.3.1.04,9 ]octacos-18-ene-2,3,10,16-tetraone), N1=C(C=CC=C1C)C (2,6-lutidine), FC(S(=O)(=O)O[Si](C)(C)C(C)(C)C)(F)F (tert-butyldimethylsilyl trifluoromethanesulfonate). The solvent is C(C)(=O)OCC (ethyl acetate), C(Cl)Cl (methylene chloride). Reaction conditions: time 10 minute. Yields the product C(C)C1C(CC(C(C(OC(C2CCCCN2C(C(C2(C(CC(C(C(CC(CC(=C1)C)C)OC)O2)OC)C)O)=O)=O)=O)C(=CC2CC(C(CC2)O[Si](C)(C)C(C)(C)C)O)C)C)O)=O (17-Ethyl-1,14-dihydroxy-12-[2'-(4" -(tert-butyldimethylsiloxy)-3"-hydroxycyclohexyl)-1'-methylvinyl]-23,25-dimethoxy-13,19,21,27-tetramethyl-11,28-dioxa-4-azatricyclo[22.3.1.04,9 ]octacos-18-ene-2,3,10,16-tetraone). RXN SMILES: [CH2:1]([CH:3]1[CH:29]=[C:28]([CH3:30])[CH2:27][CH:26]([CH3:31])[CH2:25][CH:24]([O:32][CH3:33])[CH:23]2[O:34][C:19]([OH:38])([CH:20]([CH3:37])[CH2:21][CH:22]2[O:35][CH3:36])[C:18](=[O:39])[C:17](=[O:40])[N:16]2[CH:11]([CH2:12][CH2:13][CH2:14][CH2:15]2)[C:10](=[O:41])[O:9][CH:8]([C:42]([CH3:52])=[CH:43][CH:44]2[CH2:49][CH2:48][CH:47]([OH:50])[CH:46]([OH:51])[CH2:45]2)[CH:7]([CH3:53])[CH:6]([OH:54])[CH2:5][C:4]1=[O:55])[CH3:2].N1C(C)=CC=CC=1C.FC(F)(F)S(O[Si:70]([C:73]([CH3:76])([CH3:75])[CH3:74])([CH3:72])[CH3:71])(=O)=O>C(Cl)Cl.C(OCC)(=O)C>[CH2:1]([CH:3]1[CH:29]=[C:28]([CH3:30])[CH2:27][CH:26]([CH3:31])[CH2:25][CH:24]([O:32][CH3:33])[CH:23]2[O:34][C:19]([OH:38])([CH:20]([CH3:37])[CH2:21][CH:22]2[O:35][CH3:36])[C:18](=[O:39])[C:17](=[O:40])[N:16]2[CH:11]([CH2:12][CH2:13][CH2:14][CH2:15]2)[C:10](=[O:41])[O:9][CH:8]([C:42]([CH3:52])=[CH:43][CH:44]2[CH2:49][CH2:48][CH:47]([O:50][Si:70]([C:73]([CH3:76])([CH3:75])[CH3:74])([CH3:72])[CH3:71])[CH:46]([OH:51])[CH2:45]2)[CH:7]([CH3:53])[CH:6]([OH:54])[CH2:5][C:4]1=[O:55])[CH3:2]. Procedure: To a solution of 17-ethyl-1,14-dihydroxy-12-[2'-(3",4"-dihydroxycyclohexyl)-1'-methylvinyl]-23,25-dimethoxy-13,19,21,27-tetramethyl-11,28-dioxa-4-azatricyclo[22.3.1.04,9 ]octacos-18-ene-2,3,10,16-tetraone (1.0 g) in dry methylene chloride (14 ml) was added 2,6-lutidine (240 μl) and the mixture was stirred at room temperature. After 10 minutes, tert-butyldimethylsilyl trifluoromethanesulfonate (295 μl) was added via syringe. After 15 minutes the reaction mixture was diluted with ethyl acetate, wa... The reactants are [Cl-].[Cr+3].N1C(=NC2=C1C=CC=C2)CNCC2=NC1=C(N2)C=CC=C1.[Cl-].[Cl-] (N,N-bis(1H-benzimidazol-2-ylmethyl)amine chromium (III) chloride), ( 160 ), [K+].[Br-] (KBr), M-CrCl3, 2g, CrCl3(THF)3, ( 65 ). Solvent: CN(C)C=O (DMF). Product: [Cl-].[Cr+3].N1C(=NC2=C1C=CC=C2)CN(C2CCCCC2)CC2=NC1=C(N2)C=CC=C1.[Cl-].[Cl-] (N,N-bis(1H-benzimidazol-2-ylmethyl)-N-cyclohexylamine chromium (III) chloride). Reaction SMILES: [Cl-:1].[Cr+3:2].[NH:3]1[C:7]2[CH:8]=[CH:9][CH:10]=[CH:11][C:6]=2[N:5]=[C:4]1[CH2:12][NH:13][CH2:14][C:15]1[NH:19][C:18]2[CH:20]=[CH:21][CH:22]=[CH:23][C:17]=2[N:16]=1.[Cl-].[Cl-].[K+].[Br-]>CN(C=O)C>[Cl-:1].[Cr+3:2].[NH:3]1[C:7]2[CH:8]=[CH:9][CH:10]=[CH:11][C:6]=2[N:5]=[C:4]1[CH2:12][N:13]([CH2:14][C:15]1[NH:16][C:17]2[CH:23]=[CH:22][CH:21]=[CH:20][C:18]=2[N:19]=1)[CH:6]1[CH2:11][CH2:10][CH2:9][CH2:8][CH2:7]1.[Cl-:1].[Cl-:1] |f:0.1.2.3.4,5.6,8.9.10.11.12|. Procedure details: 3g was synthesised by an analogous procedure to that described for 3a using 2g (1 g, 2.79 mmol) and CrCl3(THF)3 (1.04 g, 2.79 mmol). Yield 1.07 g (74%). Anal. Calc. for C22H25Cl3CrN5 (in %): C, 51.03; H, 4.87; N, 13.52. Found C, 50.93; H, 4.71; N, 13.64. IR (KBr, cm−1), υ 3225 (NH, s), υ 1623-1540 (ArC═C, C═N, m), δ 1455, 1478, 1496 (N—H, s, m), υ 1276 (CN, m), δ 750 (CH, s). UV-VIS (DMF, 298 K): λmax/nm (εmax/dm3 mol−1 cm−1)=459 (160), 704 (65), 733 (shoulder). +FAB-MS: (m/z): 481 ([M-Cl]+), 44... Starting materials: [OH-].[Na+] (sodium hydroxide), C([O-])([O-])=O.[Na+].[Na+] (sodium carbonate), [Si](C)(C)(C(C)(C)C)OCC1=CC(=NC=C1)C#N (4-(tert-butyl-dimethylsilyloxymethyl)-2-cyanopyridine), [Na] (sodium), C(C)O (ethanol), Cl (hydrochloric acid). Reaction conditions: time 18 hour. The product is OCC1=CC(=NC=C1)C(=O)OCC (ethyl 4-(hydroxymethyl)-pyridine-2-carboxylate). RXN SMILES: [Si]([O:8][CH2:9][C:10]1[CH:15]=[CH:14][N:13]=[C:12]([C:16]#N)[CH:11]=1)(C(C)(C)C)(C)C.[Na].Cl.[OH-].[Na+].C(=O)([O-])[O-:23].[Na+].[Na+].[CH2:28]([OH:30])[CH3:29]>>[OH:8][CH2:9][C:10]1[CH:15]=[CH:14][N:13]=[C:12]([C:16]([O:30][CH2:28][CH3:29])=[O:23])[CH:11]=1 |f:3.4,5.6.7,^1:17|. Reported procedure: A solution of 21.7 g of 4-(tert-butyl-dimethylsilyloxymethyl)-2-cyanopyridine in 220 ml anhydrous ethanol containing 0.2 g of sodium is stirred at room temperature for 18 hours, cooled to 0° and 22 ml 6N hydrochloric acid is then added. The solution is stirred at room temperature for 18 hours cooled to 0°, 7.5 ml 6N sodium hydroxide added followed by 20 ml saturated aqueous sodium carbonate. Extraction with methylene chloride, then drying, filtering and concentrating the extract yields an oil wh...